From a dataset of the Open Reaction Database (ORD), a public repository of structured organic reaction records. describe an organic reaction: reactants, conditions, products, and yield Reactants: C(C1=CC=CC=C1)(=O)NC1=NC(N(C=C1)C1C(C(C(O1)C=CP(=O)(O)O)OC(C1=CC=CC=C1)=O)OC)=O (Benzoic acid 5-(4-benzoylamino-2-oxo-2H-pyrimidin-1-yl)-4-methoxy-2-(2-phosphono-vinyl)-tetrahydro-furan-3-yl ester). The solvent is [NH4+].[OH-] (NH4OH). The product is NC1=NC(N(C=C1)C1C(C(C(O1)C=CP(O)(O)=O)O)OC)=O ({2-[5-(4-Amino-2-oxo-2H-pyrimidin-1-yl)-3-hydroxy-4-methoxy-tetrahydro-furan-2-yl]-vinyl}-phosphonic acid). Yield: 100.9%. Reaction SMILES: C([NH:9][C:10]1[CH:15]=[CH:14][N:13]([CH:16]2[O:20][CH:19]([CH:21]=[CH:22][P:23]([OH:26])([OH:25])=[O:24])[CH:18]([O:27]C(=O)C3C=CC=CC=3)[CH:17]2[O:36][CH3:37])[C:12](=[O:38])[N:11]=1)(=O)C1C=CC=CC=1>[NH4+].[OH-]>[NH2:9][C:10]1[CH:15]=[CH:14][N:13]([CH:16]2[O:20][CH:19]([CH:21]=[CH:22][P:23](=[O:24])([OH:25])[OH:26])[CH:18]([OH:27])[CH:17]2[O:36][CH3:37])[C:12](=[O:38])[N:11]=1 |f:1.2|. Procedure: Compound 17.5 (37 mg, 95% yield) was synthesized from compound 17.4 (62 mg, 0.11 mmol) by treating 17.4 with concentrated NH4OH (10 ml) at 45° C. for 30 min. The reaction mixture was concentrated to dryness and purified by C-18 HPLC to afford compound 17.5. 1HNMR (D2O, 300 MHz) δ 7.65 (d, 1H), 6.29-6.45 (m, 1H), 5.96-6.10 (m, 3H), 5.85 (d, 1H), 4.42 (t, 1H), 4.10 (t, 1H), 3.91 (m, 1H), 3.40 (s, 3H), 31PNMR (D2O, 300 MHz): 0.90 ppm. LRMS [M−H]− C11H16N3O7P requires 332.1. Found 331.2. Reactants: C(C)OC(C(C(C)=O)C=1C=NC=CC1)=O (3-Oxo-2-pyridin-3-yl-butanoic acid ethyl ester), N(N)C1=NC=CC=C1 (2-hydrazinopyridine), Cl (hydrochloric acid), CC[O-].[Na+] (sodium ethylate). The solvent is C(C)O (ethanol), C(C)(=O)O (acetic acid), O (water). Conditions: time 8 hour. Product: CC1=C(C(N(N1)C1=NC=CC=C1)=O)C=1C=NC=CC1 (5-Methyl-2-pyridin-2-yl-4-pyridin-3-yl-1,2-dihydro-3H-pyrazol-3-one). Reaction SMILES: C(O[C:4](=[O:15])[CH:5]([C:9]1[CH:10]=[N:11][CH:12]=[CH:13][CH:14]=1)[C:6](=O)[CH3:7])C.[NH:16]([C:18]1[CH:23]=[CH:22][CH:21]=[CH:20][N:19]=1)[NH2:17].CC[O-].[Na+].Cl>C(O)C.O.C(O)(=O)C>[CH3:7][C:6]1[NH:17][N:16]([C:18]2[CH:23]=[CH:22][CH:21]=[CH:20][N:19]=2)[C:4](=[O:15])[C:5]=1[C:9]1[CH:10]=[N:11][CH:12]=[CH:13][CH:14]=1 |f:2.3|. Procedure details: 22 μl glacial acetic acid are added to a solution of 58 mg (0.28 mmol) of the compound from Example 18A and 34 mg (0.31 mmol) 2-hydrazinopyridine in 0.4 ml absolute ethanol and the mixture is stirred overnight at RT. 19 mg sodium ethylate are added and the mixture is subsequently stirred at RT for 30 min and then neutralized with 1 N hydrochloric acid. After addition of water, the mixture is extracted with methylene chloride and the organic phase is dried over magnesium sulfate, filtered and con... Reactants: NC(C(=O)OCC)=S (ethyl amino(thioxo)acetate), ClCC(C)=O (1-Chloro-2-propanone). Solvent: C(C)O (ethanol). The product is CC=1N=C(SC1)C(=O)OCC (Ethyl 4-methyl-1,3-thiazole-2-carboxylate). Reaction SMILES: [NH2:1][C:2](=[S:8])[C:3]([O:5][CH2:6][CH3:7])=[O:4].Cl[CH2:10][C:11](=O)[CH3:12]>C(O)C>[CH3:12][C:11]1[N:1]=[C:2]([C:3]([O:5][CH2:6][CH3:7])=[O:4])[S:8][CH:10]=1. Procedure: A solution of ethyl amino(thioxo)acetate (500 mg, 3.75 mmol) in ethanol (9.387 ml) was stirred at room temperature under an atmosphere of argon. 1-Chloro-2-propanone (0.299 ml, 3.75 mmol) was added and the solution was heated to reflux for 48 hours. The solution was allowed to cool to room temperature and then it was concentrated under reduced pressure to give a yellow coloured oily solid. The residue was chromatographed [SiO2, 0-100% EtOAc in Hexane] to give a yellow coloured oil identified as ... Starting materials: BrC1=C(C=CC(=C1)C)O (2-bromo-4-methylphenol), C([O-])([O-])=O.[K+].[K+] (potassium carbonate), BrCC(=O)OC(C)(C)C (tert-butyl bromoacetate). Solvent: CC(=O)C (acetone). Conditions: time 10 minute. Yields the product C(C)(C)(C)OC(COC1=C(C=C(C=C1)C)Br)=O (tert-butyl(2-bromo-4-methyl phenoxy)acetate). Isolated yield 99.6%. Reaction SMILES: [Br:1][C:2]1[CH:7]=[C:6]([CH3:8])[CH:5]=[CH:4][C:3]=1[OH:9].C(=O)([O-])[O-].[K+].[K+].Br[CH2:17][C:18]([O:20][C:21]([CH3:24])([CH3:23])[CH3:22])=[O:19]>CC(C)=O>[C:21]([O:20][C:18](=[O:19])[CH2:17][O:9][C:3]1[CH:4]=[CH:5][C:6]([CH3:8])=[CH:7][C:2]=1[Br:1])([CH3:24])([CH3:23])[CH3:22] |f:1.2.3|. Procedure: A solution of 2-bromo-4-methylphenol (Alfa; 3.00 g; 16.0 mmol) in acetone (30 mL) was treated with potassium carbonate (2.44 g; 17.6 mmol), stirred for 10 minutes then treated with tert-butyl bromoacetate (2.37 mL; 16.0 mmol). The reaction mixture was stirred at 65° C. for 18 hours, then the mixture was filtered, the solid was washed with acetone and the filtrate was concentrated to dryness under vacuum to give the title compound as a pale yellow liquid (4.8 g, 99%).